This data is from the Open Reaction Database (ORD), a public repository of structured organic reaction records. The task is: describe an organic reaction: reactants, conditions, products, and yield Starting materials: CCN=C=O, C1CCOC1, Nc1ccc(-c2cc3c(Nc4cccc(Cl)c4)ncnc3[nH]2)cc1. Yields the product CCNC(=O)Nc1ccc(-c2cc3c(Nc4cccc(Cl)c4)ncnc3[nH]2)cc1. As a reaction SMILES: [CH2:25]([CH3:26])[N:27]=[C:28]=[O:29].[CH2:30]1[O:31][CH2:32][CH2:33][CH2:34]1.[NH2:1][c:2]1[cH:3][cH:4][c:5](-[c:8]2[cH:9][c:10]3[c:11]([n:12][cH:13][n:14][c:15]3[NH:16][c:17]3[cH:18][c:19]([Cl:23])[cH:20][cH:21][cH:22]3)[nH:24]2)[cH:6][cH:7]1>>[NH:1]([c:2]1[cH:3][cH:4][c:5](-[c:8]2[cH:9][c:10]3[c:11]([n:12][cH:13][n:14][c:15]3[NH:16][c:17]3[cH:18][c:19]([Cl:23])[cH:20][cH:21][cH:22]3)[nH:24]2)[cH:6][cH:7]1)[C:28]([NH:27][CH2:25][CH3:26])=[O:29]. The reactants are CC#N (CH3CN), Mg, crude product, C(CC)C1N(CCCC1)CCCC#N (4-(2-propyl-piperidin-1-yl)-butyronitrile), C(=O)(C(F)(F)F)O (TFA), C(=O)(C(F)(F)F)O (TFA), IC1=C(C=CC=C1)C (2-iodotoluene). The solvent is C(Cl)Cl (CH2Cl2), CCOCC (Et2O). Conditions: time 8 hour. Product: C(CC)C1N(CCCC1)CCCC(=O)C1=C(C=CC=C1)C (2-Propyl-[4-(2-methylphenyl)-4-oxo-1-butyl]piperidine). As a reaction SMILES: I[C:2]1[CH:7]=[CH:6][CH:5]=[CH:4][C:3]=1[CH3:8].[CH2:9]([CH:12]1[CH2:17][CH2:16][CH2:15][CH2:14][N:13]1[CH2:18][CH2:19][CH2:20][C:21]#N)[CH2:10][CH3:11].C(O)(C(F)(F)F)=[O:24].CC#N>CCOCC.C(Cl)Cl>[CH2:9]([CH:12]1[CH2:17][CH2:16][CH2:15][CH2:14][N:13]1[CH2:18][CH2:19][CH2:20][C:21]([C:2]1[CH:7]=[CH:6][CH:5]=[CH:4][C:3]=1[CH3:8])=[O:24])[CH2:10][CH3:11]. Procedure details: In a 10 mL oven-dried flask was added Mg turnings (97 mg, 4.1 mmol) which were activated by the use of a heat-gun under vacuum. Under inert atmosphere was added a suspension of 2-iodotoluene (380 μl, 2.8 mmol) in Et2O (3 mL) and the reaction mixture was allowed to reflux for 1 hour. A mixture of compound 8 (0.43 g, 2.2 mmol) in CH2Cl2 (3 mL) was added via a syringe and the reaction mixture was stirred at rt overnight. The reaction mixture was quenched by addition of H2SO4 (10 mL, 2 M) and stirre... Yields the product ClCC1=NC=CC(=C1C)C (2-chloromethyl-3,4-dimethylpyridine). Run in C(Cl)(Cl)Cl (chloroform). Reaction SMILES: [CH3:1][C:2]1[C:7]([CH3:8])=[C:6]([CH3:9])[CH:5]=[CH:4][N+:3]=1[O-].[Cl:11]C(Cl)(Cl)C(Cl)=O.C(=O)(O)[O-].[Na+]>C(Cl)(Cl)Cl>[Cl:11][CH2:1][C:2]1[C:7]([CH3:8])=[C:6]([CH3:9])[CH:5]=[CH:4][N:3]=1 |f:2.3|. Procedure: A solution of 13.3 g of 2,3,4-trimethylpyridine N-oxide in 130 ml of abs. chloroform is boiled at reflux under argon and treated through the condenser with 33.2 ml of trichloroacetyl chloride. After 18 hours the reaction mixture is poured on to ice, whereupon 10% sodium bicarbonate solution is added, the mixture is extracted with methylene chloride and the methylene chloride solution is dried and concentrated. The thus-obtained crude product is chromatographed on silica gel (solvent: methylene c... Reactants: CC1=[N+](C=CC(=C1C)C)[O-] (2,3,4-trimethylpyridine N-oxide), ClC(C(=O)Cl)(Cl)Cl (trichloroacetyl chloride), C([O-])(O)=O.[Na+] (sodium bicarbonate). Starting materials: COC(=O)C1=NNC(=C1[N+](=O)[O-])C(C)C (methyl-5-isopropyl-4-nitropyrazol-3-carboxylate). Reagents/catalysts: O=[Pt]=O (PtO2). The solvent is C(CC)O (n-propanol), O (water), Cl (HCl). Run at time 9 hour. The product is NC=1C(=NNC1C(C)C)C(=O)OC (Methyl 4-amino-5-isopropylpyrazol-3-carboxylate). The yield is 95.0%. As a reaction SMILES: [CH3:1][O:2][C:3]([C:5]1[C:9]([N+:10]([O-])=O)=[C:8]([CH:13]([CH3:15])[CH3:14])[NH:7][N:6]=1)=[O:4]>C(O)CC.O.Cl.O=[Pt]=O>[NH2:10][C:9]1[C:5]([C:3]([O:2][CH3:1])=[O:4])=[N:6][NH:7][C:8]=1[CH:13]([CH3:15])[CH3:14]. Procedure: To a solution of methyl-5-isopropyl-4-nitropyrazol-3-carboxylate (7.34 g, 34.4 mmol) in 36 mL n-propanol, 6 mL water and 5.6 mL 10 M HCl was added 0.55 g PtO2. The mixture was stirred under hydrogen atmosphere (760 torr) for 9 hours. The reaction mixture was filtered and the filtrate was concentrated t dryness in vacuo. The desired amine was liberated by treatment of aq. ammonia during extraction into chloroform. The product crystallized after evaporation; yield 95%; mp=122-123. MS (EI, 70 eV, d... Reactants: CC=1C(=NC=CC1OCCC)CSC=1NC2=C(N1)C=CC=C2 (2-(3-methyl-4-propoxy-2-pyridyl)methylthiobenzimidazole), ClC1=CC(=CC=C1)C(=O)OO (m-chloroperbenzoic acid). The solvent is C(Cl)(Cl)Cl (chloroform), C(Cl)(Cl)Cl (chloroform). Product: CC=1C(=NC=CC1OCCC)CS(=O)C=1NC2=C(N1)C=CC=C2 (2-[3-methyl-4-propoxy-2-pyridyl)methylsulfinylbenzimidazole). Yield: 39.5%. As a reaction SMILES: [CH3:1][C:2]1[C:3]([CH2:12][S:13][C:14]2[NH:15][C:16]3[CH:22]=[CH:21][CH:20]=[CH:19][C:17]=3[N:18]=2)=[N:4][CH:5]=[CH:6][C:7]=1[O:8][CH2:9][CH2:10][CH3:11].ClC1C=CC=C(C(OO)=[O:31])C=1>C(Cl)(Cl)Cl>[CH3:1][C:2]1[C:3]([CH2:12][S:13]([C:14]2[NH:18][C:17]3[CH:19]=[CH:20][CH:21]=[CH:22][C:16]=3[N:15]=2)=[O:31])=[N:4][CH:5]=[CH:6][C:7]=1[O:8][CH2:9][CH2:10][CH3:11]. Reported procedure: To a solution of 2-(3-methyl-4-propoxy-2-pyridyl)methylthiobenzimidazole (1 g) in chloroform (20 ml) was added dropwise over 10 minutes under ice-cooling m-chloroperbenzoic acid (750 mg) dissolved in chloroform (10 ml). The solution was chromatographed directly on a column of silica gel (50 g), which was eluted with ethyl acetatehexane (1:1) and then with 5% methanol-ethyl acetate. From the eluate was removed the solvent. The residue was recrystallized from acetone-ether-hexane to give 415 mg of... The reactants are crude product, ClC=1C=C(C=C(C1OCCCCCOCC=C)Cl)OCC=C(Cl)Cl (3,5-dichloro-1-(3,3-dichloro-2-propenyloxy)-4-(5-(2-propenyloxy)pentyloxy)benzene), S(O)(O)(=O)=O (sulfuric acid). The reagents and catalysts are S(=O)(=O)([O-])[O-].[Hg+2] (mercury (II) sulfate). Solvent: O1CCCC1 (tetrahydrofuran). Reaction conditions: temperature 60 celsius, time 1 hour. Product: ClC1=C(OCCCCCOCC(C)=O)C(=CC(=C1)OCC=C(Cl)Cl)Cl (5-(2,6-dichloro-4-(3,3-dichloro-2-propenyloxy)phenoxy)pentyloxyacetone). Yield: 94.0%. Reaction SMILES: [Cl:1][C:2]1[CH:3]=[C:4]([O:19][CH2:20][CH:21]=[C:22]([Cl:24])[Cl:23])[CH:5]=[C:6]([Cl:18])[C:7]=1[O:8][CH2:9][CH2:10][CH2:11][CH2:12][CH2:13][O:14][CH2:15][CH:16]=[CH2:17].S(=O)(=O)(O)[OH:26]>S([O-])([O-])(=O)=O.[Hg+2].O1CCCC1>[Cl:1][C:2]1[CH:3]=[C:4]([O:19][CH2:20][CH:21]=[C:22]([Cl:24])[Cl:23])[CH:5]=[C:6]([Cl:18])[C:7]=1[O:8][CH2:9][CH2:10][CH2:11][CH2:12][CH2:13][O:14][CH2:15][C:16](=[O:26])[CH3:17] |f:2.3|. Procedure details: A mixture of 4.12 g of 3,5-dichloro-1-(3,3-dichloro-2-propenyloxy)-4-(5-(2-propenyloxy)pentyloxy)benzene, 0.36 g of mercury (II) sulfate, 5 ml of 1% aqueous sulfuric acid solution, and 50 ml of tetrahydrofuran was stirred at 60° C. for 1 hour. The reaction mixture was filtered through Celite, and the filtrate was poured into diluted hydrochloric acid, and extracted twice with diethyl ether. The diethyl ether layers were combined, washed with diluted hydrochloric acid and water in this order, dri... Starting materials: C(C)OC(=O)C=1C=CC2=C(N(C(=N2)C)CC2=CC=C(C=C2)C=CC2=CC=CC=C2)C1 (6-ethoxycarbonyl-2-methyl-1-[4-(2-phenylethenyl)benzyl]benzimidazole), [H][H] (hydrogen). Reagents/catalysts: [Pd] (palladium on carbon). Run in C(C)O (ethanol). The product is C(C)OC(=O)C=1C=CC2=C(N(C(=N2)C)CC2=CC=C(C=C2)CCC2=CC=CC=C2)C1 (6-ethoxycarbonyl-2-methyl-1-[4-(2-phenylethyl)-benzyl]-benzimidazole). RXN SMILES: [CH2:1]([O:3][C:4]([C:6]1[CH:7]=[CH:8][C:9]2[N:13]=[C:12]([CH3:14])[N:11]([CH2:15][C:16]3[CH:21]=[CH:20][C:19]([CH:22]=[CH:23][C:24]4[CH:29]=[CH:28][CH:27]=[CH:26][CH:25]=4)=[CH:18][CH:17]=3)[C:10]=2[CH:30]=1)=[O:5])[CH3:2].[H][H]>[Pd].C(O)C>[CH2:1]([O:3][C:4]([C:6]1[CH:7]=[CH:8][C:9]2[N:13]=[C:12]([CH3:14])[N:11]([CH2:15][C:16]3[CH:21]=[CH:20][C:19]([CH2:22][CH2:23][C:24]4[CH:29]=[CH:28][CH:27]=[CH:26][CH:25]=4)=[CH:18][CH:17]=3)[C:10]=2[CH:30]=1)=[O:5])[CH3:2]. Procedure: Five-percent palladium on carbon was added to a solution of 0.320 g of 6-ethoxycarbonyl-2-methyl-1-[4-(2-phenylethenyl)benzyl]benzimidazole in 10 ml of ethanol in a nitrogen atmosphere, and the mixture was stirred in a hydrogen atmosphere for 23 hours. The solid material was separated through filtration, and the filtrate was concentrated to give 6-ethoxycarbonyl-2-methyl-1-[4-(2-phenylethyl)benzyl]-benzimidazole (368). This compound was used in the subsequent reaction at once.